Dataset: the Open Reaction Database (ORD), a public repository of structured organic reaction records. Task: describe an organic reaction: reactants, conditions, products, and yield Reactants: CO, N#CCC(c1ccc(Cl)cc1)C1CC1, [Na+], [OH-]. Product: O=C(O)CC(c1ccc(Cl)cc1)C1CC1. As a reaction SMILES: [CH3:17][OH:18].[Cl:1][c:2]1[cH:3][cH:4][c:5]([CH:8]([CH2:9][C:10]#[N:11])[CH:12]2[CH2:13][CH2:14]2)[cH:6][cH:7]1.[Na+:16].[OH-:15]>>[Cl:1][c:2]1[cH:3][cH:4][c:5]([CH:8]([CH2:9][C:10](=[O:15])[OH:18])[CH:12]2[CH2:13][CH2:14]2)[cH:6][cH:7]1.